Dataset: the Open Reaction Database (ORD), a public repository of structured organic reaction records. Task: describe an organic reaction: reactants, conditions, products, and yield Reactants: COc1cccc(CCc2ccccc2OC2CCCN(C(=O)OC(C)(C)C)C2)c1, Cl, C1COCCO1. Yields the product Cl, COc1cccc(CCc2ccccc2OC2CCCNC2)c1. As a reaction SMILES: [C:1]([O:2][C:3](=[O:4])[N:8]1[CH2:9][CH:10]([O:14][c:15]2[c:16]([CH2:21][CH2:22][c:23]3[cH:24][c:25]([O:29][CH3:30])[cH:26][cH:27][cH:28]3)[cH:17][cH:18][cH:19][cH:20]2)[CH2:11][CH2:12][CH2:13]1)([CH3:5])([CH3:6])[CH3:7].[ClH:31].[O:32]1[CH2:33][CH2:34][O:35][CH2:36][CH2:37]1>>[ClH:31].[NH:8]1[CH2:9][CH:10]([O:14][c:15]2[c:16]([CH2:21][CH2:22][c:23]3[cH:24][c:25]([O:29][CH3:30])[cH:26][cH:27][cH:28]3)[cH:17][cH:18][cH:19][cH:20]2)[CH2:11][CH2:12][CH2:13]1.